From a dataset of the Open Reaction Database (ORD), a public repository of structured organic reaction records. describe an organic reaction: reactants, conditions, products, and yield Starting materials: BrBr (bromine), C(#N)C=1C=C(C(=CC1)OCC1=CC=C(C=C1)OC)CC=CO (3-cyano-6-((4-methoxybenzyl)oxy)-1-(3-hydroxyprop-2-en-1-yl)benzene), C1=CC=C(C=C1)P(C2=CC=CC=C2)C3=CC=CC=C3 (Ph3P), Br2PPh3. Run in CC#N (MeCN), CC#N (MeCN). Conditions: temperature 0 celsius, time 15 minute. Yields the product C(#N)C=1C=C(C(=CC1)OCC1=CC=C(C=C1)OC)CC=CBr (3-cyano-6-((4-methoxybenzyl)oxy)-1-(3-bromoprop-2-en-1-yl)benzene). Isolated yield 29.0%. RXN SMILES: C1C=CC(P(C2C=CC=CC=2)C2C=CC=CC=2)=CC=1.[Br:20]Br.[C:22]([C:24]1[CH:25]=[C:26]([CH2:40][CH:41]=[CH:42]O)[C:27]([O:30][CH2:31][C:32]2[CH:37]=[CH:36][C:35]([O:38][CH3:39])=[CH:34][CH:33]=2)=[CH:28][CH:29]=1)#[N:23]>CC#N>[C:22]([C:24]1[CH:25]=[C:26]([CH2:40][CH:41]=[CH:42][Br:20])[C:27]([O:30][CH2:31][C:32]2[CH:37]=[CH:36][C:35]([O:38][CH3:39])=[CH:34][CH:33]=2)=[CH:28][CH:29]=1)#[N:23]. Reported procedure: To a suspension of Ph3P (2.4 g) in 30 mL of MeCN at 0° C. was added bromine (1.5 g) and the mixture was stirred at 0° C. for 15 minutes and then warmed to ambient temperature. To the suspension of Br2PPh3 was then added 3-cyano-6-((4-methoxybenzyl)oxy)-1-(3-hydroxyprop-2-en-1-yl)benzene (2.3 g) in 20 mL MeCN drop-wise. The resulting solution was stirred at ambient temperature for 1 hour, cooled to ambient temperature and concentrated. The residue was purified on silica gel column (ethyl acetate/...